From a dataset of the Open Reaction Database (ORD), a public repository of structured organic reaction records. describe an organic reaction: reactants, conditions, products, and yield Reactants: ClC1=CC(=C(C=2CC(OC21)(C)C)C)C (7-chloro-2,3-dihydro-2,2,4,5-tetramethylbenzofuran), titanium chloride(IV), COC(Cl)Cl (α,α-dichloromethyl methyl ether). Solvent: ClCCl (dichloromethane). Reaction conditions: time 45 minute. Yields the product ClC1=C(C(=C(C=2CC(OC21)(C)C)C)C)C=O (7-chloro-2,3-dihydro-2,2,4,5-tetramethylbenzofuran-6-carboxaldehyde). As a reaction SMILES: [Cl:1][C:2]1[C:10]2[O:9][C:8]([CH3:12])([CH3:11])[CH2:7][C:6]=2[C:5]([CH3:13])=[C:4]([CH3:14])[CH:3]=1.[CH3:15][O:16]C(Cl)Cl>ClCCl>[Cl:1][C:2]1[C:10]2[O:9][C:8]([CH3:11])([CH3:12])[CH2:7][C:6]=2[C:5]([CH3:13])=[C:4]([CH3:14])[C:3]=1[CH:15]=[O:16]. Procedure details: To a solution of 20 g of the 7-chloro-2,3-dihydro-2,2,4,5-tetramethylbenzofuran in 200 ml of absolute dichloromethane was added 27.3 ml of titanium chloride(IV) and 18.75 ml of α,α-dichloromethyl methyl ether at 0° C. With stirring at room temperature for 45 minutes and refluxing for 15 minutes, the reaction mixture was quenched with 200 ml of ice-water and stirred for 30 minutes and the aqueous layer was extracted with dichloromethane. The combined organic extracts were dried over anhydrous mag...